Dataset: the Open Reaction Database (ORD), a public repository of structured organic reaction records. Task: describe an organic reaction: reactants, conditions, products, and yield The reactants are CC=1OC2=C(N1)C=C1C(=C2)C2(C(NC3=CC=CC=C23)=O)CO1 (2-methylspiro[furo[2,3-f][1,3]benzoxazole-7,3′-indol]-2′(1′H)-one), BrCC1OCCCC1 (2-(bromomethyl)tetrahydro-2H-pyran), 5,6-dihydrospiro[benzo[1,2-b:5,4-b′]difuran-3,3′-indol]-2″(1′H)-one, CC1=CC=C(C=C1)S(=O)(=O)OC[C@@H]1OCCC1 ((R)-(tetrahydrofuran-2-yl)methyl 4-methylbenzenesulfonate). Yields the product CC=1OC2=C(N1)C=C1C(=C2)C2(C(N(C3=CC=CC=C23)C[C@@H]2OCCC2)=O)CO1 (2-methyl-1′-[(2R)-tetrahydrofuran-2-ylmethyl]spiro[furo[2,3-f][1,3]benzoxazole-7,3′-indol]-2′(1′H)-one). Reaction SMILES: [CH3:1][C:2]1[O:3][C:4]2[CH:10]=[C:9]3[C:11]4([CH2:21][O:22][C:8]3=[CH:7][C:5]=2[N:6]=1)[C:19]1[C:14](=[CH:15][CH:16]=[CH:17][CH:18]=1)[NH:13][C:12]4=[O:20].CC1C=CC(S(O[CH2:34][C@H:35]2[CH2:39][CH2:38][CH2:37][O:36]2)(=O)=O)=CC=1.BrCC1CCCCO1>>[CH3:1][C:2]1[O:3][C:4]2[CH:10]=[C:9]3[C:11]4([CH2:21][O:22][C:8]3=[CH:7][C:5]=2[N:6]=1)[C:19]1[C:14](=[CH:15][CH:16]=[CH:17][CH:18]=1)[N:13]([CH2:34][C@H:35]1[CH2:39][CH2:38][CH2:37][O:36]1)[C:12]4=[O:20]. Reported procedure: Following the procedure as described in EXAMPLE 4 and making non-critical variations using 2-methylspiro[furo[2,3-f][1,3]benzoxazole-7,3′-indol]-2′(1′H)-one to replace 5,6-dihydrospiro[benzo[1,2-b:5,4-b′]difuran-3,3′-indol]-2″(1′H)-one, and (R)-(tetrahydrofuran-2-yl)methyl 4-methylbenzenesulfonate to replace 2-(bromomethyl)tetrahydro-2H-pyran, 2-methyl-1′-[(2R)-tetrahydrofuran-2-ylmethyl]spiro[furo[2,3-f][1,3]benzoxazole-7,3′-indol]-2′(1′H)-one was obtained (52%) as a colorless solid: mp 188-190... As a reaction SMILES: [C:12](=[O:13])([O-:14])[OH:15].[CH3:17][CH2:18][O:19][C:20](=[O:21])[CH3:22].[F:11].[NH2:1][c:2]1[c:3]([C:8](=[O:9])[NH2:10])[n:4][cH:5][cH:6][n:7]1.[Na+:16].[OH:23][C:24]([C:25]([F:26])([F:27])[F:28])=[O:29]>>[NH2:1][c:2]1[c:3]([C:8](=[O:9])[NH2:10])[n:4][c:5]([F:27])[cH:6][n:7]1. Product: NC(=O)c1nc(F)cnc1N. Reactants: O=C([O-])O, CCOC(C)=O, F, NC(=O)c1nccnc1N, [Na+], O=C(O)C(F)(F)F. Reactants: [I-].[Na+] (sodium iodide), CC1=C(CCl)C(=CC=C1)C (2,6-dimethylbenzylchloride), C([O-])([O-])=O.[Na+].[Na+] (sodium carbonate), NC1=CC=CC=2N=C(NC21)C (4-amino-2-methylbenzimidazole). Solvent: C(C)#N (acetonitrile), C(Cl)Cl.CO (methylene chloride methanol). Yields the product CC1=C(CNC2=CC=CC=3N=C(NC32)C)C(=CC=C1)C (4-(2,6-dimethylbenzylamino)-2-methylbenzimidazole). The yield is 30.3%. RXN SMILES: [NH2:1][C:2]1[C:10]2[NH:9][C:8]([CH3:11])=[N:7][C:6]=2[CH:5]=[CH:4][CH:3]=1.[CH3:12][C:13]1[CH:20]=[CH:19][CH:18]=[C:17]([CH3:21])[C:14]=1[CH2:15]Cl.C(=O)([O-])[O-].[Na+].[Na+].[I-].[Na+]>C(#N)C.C(Cl)Cl.CO>[CH3:12][C:13]1[CH:20]=[CH:19][CH:18]=[C:17]([CH3:21])[C:14]=1[CH2:15][NH:1][C:2]1[C:10]2[NH:9][C:8]([CH3:11])=[N:7][C:6]=2[CH:5]=[CH:4][CH:3]=1 |f:2.3.4,5.6,8.9|. Procedure details: 4-amino-2-methylbenzimidazole (6.0 g, 0.041 mol) was dissolved in acetonitrile (120 ml). To the solution were added 2,6-dimethylbenzylchloride (6.3 g, 0.041 mol), sodium carbonate (16 g, 0.15 mol) and a cat. amount of sodium iodide and the reaction mixture was refluxed for 3 h. The sodium carbonate was removed by filtration and was washed with methylene chloride. Vacuum evaporation of the solvent gave an oily residue which was subjected to flash chromatography on silica gel, methylene chloride: ... Run in C1CCOC1 (THF), C(C)N(CC)CC (triethylamine). Reaction SMILES: F[C:2]1[CH:7]=[CH:6][CH:5]=[CH:4][C:3]=1[N+:8]([O-])=O.[C:11]1([SH:17])[CH:16]=[CH:15][CH:14]=[CH:13][CH:12]=1.Cl.O.O.[Sn](Cl)Cl>C1COCC1.C(N(CC)CC)C>[C:11]1([S:17][C:2]2[CH:7]=[CH:6][CH:5]=[CH:4][C:3]=2[NH2:8])[CH:16]=[CH:15][CH:14]=[CH:13][CH:12]=1 |f:3.4.5|. Product: C1(=CC=CC=C1)SC1=C(N)C=CC=C1 (2-(phenylsulfanyl)aniline). Procedure: A room temperature solution of 2-fluoronitrobenzene (1.41 g, 10.0 mmol), thiophenol (1.21 g, 11.0 mmol), and triethylamine (2 mL) in THF (20 mL) was stirred for 16 hours, treated with 3M HCl (10 mL) and tin(II) chloride dihydrate (11.4 g, 50 mmol), stirred for 4 hours, and extracted with ethyl acetate (50 mL). The combined extracts were dried (MgSO4), filtered, and concentrated. The concentrate was purified by flash column chromatography on silica gel with 50% hexanes/dichloromethane to provide ... Starting materials: FC1=C(C=CC=C1)[N+](=O)[O-] (2-fluoronitrobenzene), C1(=CC=CC=C1)S (thiophenol), Cl (HCl), O.O.[Sn](Cl)Cl (tin(II) chloride dihydrate). Conditions: time 4 hour. The reactants are ClC=1C2=C(N=CN1)NC=C2C#CC(C)(O)C (4-(4-chloro-7H-pyrrolo[2,3-d]pyrimidin-5-yl)-2-methylbut-3-yn-2-ol), N1C=NC=C1 (imidazole), TEA, C(C)OCC (diethyl ether), C[Si](C)(C)Cl (trimethyl silyl chloride). Run in C(Cl)Cl (DCM), CO (MeOH), O (water). Reaction conditions: temperature 0 celsius, time 4 hour. The product is ClC=1C2=C(N=CN1)NC=C2C#CC(C)(O[Si](C)(C)C)C (4-Chloro-5-(3-methyl-3-(trimethylsilyloxy)but-1-ynyl)-7H-pyrrolo[2,3-d]pyrimidine). Isolated yield 70.6%. Reaction SMILES: [Cl:1][C:2]1[C:3]2[C:10]([C:11]#[C:12][C:13]([CH3:16])([OH:15])[CH3:14])=[CH:9][NH:8][C:4]=2[N:5]=[CH:6][N:7]=1.N1C=CN=C1.C(OCC)C.[CH3:27][Si:28](Cl)([CH3:30])[CH3:29]>C(Cl)Cl.O.CO>[Cl:1][C:2]1[C:3]2[C:10]([C:11]#[C:12][C:13]([CH3:16])([O:15][Si:28]([CH3:30])([CH3:29])[CH3:27])[CH3:14])=[CH:9][NH:8][C:4]=2[N:5]=[CH:6][N:7]=1. Procedure: Charge 4-(4-chloro-7H-pyrrolo[2,3-d]pyrimidin-5-yl)-2-methylbut-3-yn-2-ol (3.35 g, 1.0 eq), imidazole (2.9 g, 3.0 eq), TEA (2.16 g, 1.5 eq) and diethyl ether (84 mL) at RT. Cool the reaction mass to 0° C. and add trimethyl silyl chloride (1.53 g, 1.0 eq). Stir the reaction mass at RT for 4 h. Monitor the reaction by TLC (5% MeOH in DCM). Charge chilled DM water and extract with diethyl ether. Wash the ether layer with saturated aq. sodium chloride. Dry the organic layer over anhydrous Na2SO4 and... The reactants are CCNC(=O)[C@@H]1CCCN1C(=O)[C@H](CCCNC(=N)N)NC(=O)[C@H](CC(C)C)NC(=O)[C@@H](CC(C)C)NC(=O)[C@H](CC=2C=CC(=CC2)O)NC(=O)[C@H](CO)NC(=O)[C@H](CC3=CNC4=C3C=CC=C4)NC(=O)[C@H](CC5=CNC=N5)NC(=O)[C@@H]6CCC(=O)N6.CC(=O)O (leuprolide acetate), O (water), C(CCCCCCC\C=C/CCCCCCCC)(=O)O (oleic acid). The product is CCNC(=O)[C@@H]1CCCN1C(=O)[C@H](CCCNC(=N)N)NC(=O)[C@H](CC(C)C)NC(=O)[C@@H](CC(C)C)NC(=O)[C@H](CC=2C=CC(=CC2)O)NC(=O)[C@H](CO)NC(=O)[C@H](CC3=CNC4=C3C=CC=C4)NC(=O)[C@H](CC5=CNC=N5)NC(=O)[C@@H]6CCC(=O)N6.C(CCCCCCC\C=C/CCCCCCCC)(=O)[O-] (Leuprolide Oleate). As a reaction SMILES: [CH3:1][CH2:2][NH:3][C:4]([C@H:6]1[N:10]([C:11]([C@@H:13]([NH:21][C:22]([C@@H:24]([NH:29][C:30]([C@H:32]([NH:37][C:38]([C@@H:40]([NH:49][C:50]([C@@H:52]([NH:55][C:56]([C@@H:58]([NH:69][C:70]([C@@H:72]([NH:79][C:80]([C@H:82]2[NH:87][C:85](=[O:86])[CH2:84][CH2:83]2)=[O:81])[CH2:73][C:74]2[N:78]=[CH:77][NH:76][CH:75]=2)=[O:71])[CH2:59][C:60]2[C:64]3[CH:65]=[CH:66][CH:67]=[CH:68][C:63]=3[NH:62][CH:61]=2)=[O:57])[CH2:53][OH:54])=[O:51])[CH2:41][C:42]2[CH:43]=[CH:44][C:45]([OH:48])=[CH:46][CH:47]=2)=[O:39])[CH2:33][CH:34]([CH3:36])[CH3:35])=[O:31])[CH2:25][CH:26]([CH3:28])[CH3:27])=[O:23])[CH2:14][CH2:15][CH2:16][NH:17][C:18]([NH2:20])=[NH:19])=[O:12])[CH2:9][CH2:8][CH2:7]1)=[O:5].CC(O)=O.O.[C:93]([OH:112])(=[O:111])[CH2:94][CH2:95][CH2:96][CH2:97][CH2:98][CH2:99][CH2:100]/[CH:101]=[CH:102]\[CH2:103][CH2:104][CH2:105][CH2:106][CH2:107][CH2:108][CH2:109][CH3:110]>>[CH3:1][CH2:2][NH:3][C:4]([C@H:6]1[N:10]([C:11]([C@@H:13]([NH:21][C:22]([C@@H:24]([NH:29][C:30]([C@H:32]([NH:37][C:38]([C@@H:40]([NH:49][C:50]([C@@H:52]([NH:55][C:56]([C@@H:58]([NH:69][C:70]([C@@H:72]([NH:79][C:80]([C@H:82]2[NH:87][C:85](=[O:86])[CH2:84][CH2:83]2)=[O:81])[CH2:73][C:74]2[N:78]=[CH:77][NH:76][CH:75]=2)=[O:71])[CH2:59][C:60]2[C:64]3[CH:65]=[CH:66][CH:67]=[CH:68][C:63]=3[NH:62][CH:61]=2)=[O:57])[CH2:53][OH:54])=[O:51])[CH2:41][C:42]2[CH:47]=[CH:46][C:45]([OH:48])=[CH:44][CH:43]=2)=[O:39])[CH2:33][CH:34]([CH3:36])[CH3:35])=[O:31])[CH2:25][CH:26]([CH3:28])[CH3:27])=[O:23])[CH2:14][CH2:15][CH2:16][NH:17][C:18]([NH2:20])=[NH:19])=[O:12])[CH2:9][CH2:8][CH2:7]1)=[O:5].[C:93]([O-:112])(=[O:111])[CH2:94][CH2:95][CH2:96][CH2:97][CH2:98][CH2:99][CH2:100]/[CH:101]=[CH:102]\[CH2:103][CH2:104][CH2:105][CH2:106][CH2:107][CH2:108][CH2:109][CH3:110] |f:0.1,4.5|. Procedure: 77.4 mg of leuprolide acetate (MW 1209.4, 84.2%) was dissolved in 1 mL of Dl water (0.0539 mmol). 31.38 mg of oleic acid (#A0241935, MW 282.46, 97%) was added to obtain a 1:2 molar ratio of LA:OL. A white precipitate formed upon mixing the solution. The complex was separated by centrifugation, and the resulting precipitate was washed with water and then dried under vacuum.